This data is from the Open Reaction Database (ORD), a public repository of structured organic reaction records. The task is: describe an organic reaction: reactants, conditions, products, and yield Starting materials: C1(CCC1)NC=1C2=C(N=C(N1)NC1=CC=C(C=C1)S(=O)(=O)N1CCC(CC1)O)NC=C2 (1-(4-(4-(cyclobutylamino)-7H-pyrrolo[2,3-d]pyrimidin-2-ylamino)phenylsulfonyl)piperidin-4-ol), CS(=O)(=O)CC=1C=C(N)C=CC1 (3-(methylsulfonylmethyl)aniline), 2-Chloro-N-cylclobutyl-7H-pyrrolo[2,3-d]pyrimidin-4-amine. Product: N1=C(N=C(C2=C1NC=C2)N)N (7H-pyrrolo[2,3-d]pyrimidin-2,4-diamine). As a reaction SMILES: C1([NH:5][C:6]2[C:7]3[CH:31]=[CH:30][NH:29][C:8]=3[N:9]=[C:10]([NH:12]C3C=CC(S(N4CCC(O)CC4)(=O)=O)=CC=3)[N:11]=2)CCC1.CS(CC1C=C(C=CC=1)N)(=O)=O>>[N:9]1[C:8]2[NH:29][CH:30]=[CH:31][C:7]=2[C:6]([NH2:5])=[N:11][C:10]=1[NH2:12]. Procedure details: According to the general procedure for synthesis of 1-(4-(4-(cyclobutylamino)-7H-pyrrolo[2,3-d]pyrimidin-2-ylamino)phenylsulfonyl)piperidin-4-ol, 3-(methylsulfonylmethyl)aniline and 2-Chloro-N-cylclobutyl-7H-pyrrolo[2,3-d]pyrimidin-4-amine gave N4-cyclobutyl-N2-(3-methylsulfonylmethyl)phenyl)-7H-pyrrolo[2,3-d]pyrimidin-2,4-diamine (MS calcd for C18H21N5O2S 371.5. found [MH] 372.1; UV 214.5, 267.6, 304.5 nm).